This data is from the Open Reaction Database (ORD), a public repository of structured organic reaction records. The task is: describe an organic reaction: reactants, conditions, products, and yield Reactants: C(C)OC(=O)C1=C(N=CO1)C (4-Methyl-oxazole-5-carboxylic acid ethyl ester), C(C)OC(C(C(C)=O)Cl)=O (2-Chloro-3-oxo-butyric acid ethyl ester), C(=O)[O-].[NH4+] (ammonium formate), C(=O)([O-])[O-].[Na+].[Na+] (Na2CO3), Cl (HCl). Solvent: O (water), [OH-].[Na+] (sodium hydroxide), C(=O)O (formic acid). The product is CC=1N=COC1C(=O)O (4-Methyl-oxazole-5-carboxylic acid). RXN SMILES: C(OC(=O)C(Cl)C(=O)C)C.C([O-])=O.[NH4+].C([O-])([O-])=O.[Na+].[Na+].C([O:23][C:24]([C:26]1[O:30][CH:29]=[N:28][C:27]=1[CH3:31])=[O:25])C.Cl>C(O)=O.O.[OH-].[Na+]>[CH3:31][C:27]1[N:28]=[CH:29][O:30][C:26]=1[C:24]([OH:25])=[O:23] |f:1.2,3.4.5,10.11|. Procedure details: A solution of 40.0 grams (0.243 mol, 1.0 eq) of 2-Chloro-3-oxo-butyric acid ethyl ester in 240 mL formic acid (99%) was stirred at room temperature in a 500 mL round bottom flask equipped with a H2O condenser. To this solution was added 80.0 grams (1.27 mmol, 5.2 eq) of ammonium formate. The solution was then heated to reflux for five hours. After cooling to room temperature, the solution was diluted with water (1 L) and neutralized with Na2CO3. The aqueous solution was then extracted three time... The reactants are BrC(Br)(Br)Br, CC(C)(C)c1nnc(-c2nn(-c3ccc(Cl)cc3Cl)c(-c3ccc(Cl)cc3)c2C=O)o1, ClCCl, c1ccc(P(c2ccccc2)c2ccccc2)cc1. The product is CC(C)(C)c1nnc(-c2nn(-c3ccc(Cl)cc3Cl)c(-c3ccc(Cl)cc3)c2C=C(Br)Br)o1. As a reaction SMILES: [C:1]([Br:2])([Br:3])([Br:4])[Br:5].[C:25]([CH3:26])([CH3:27])([CH3:28])[c:29]1[n:30][n:31][c:32](-[c:34]2[n:35][n:36](-[c:48]3[c:49]([Cl:55])[cH:50][c:51]([Cl:54])[cH:52][cH:53]3)[c:37](-[c:41]3[cH:42][cH:43][c:44]([Cl:47])[cH:45][cH:46]3)[c:38]2[CH:39]=[O:40])[o:33]1.[CH2:56]([Cl:57])[Cl:58].[c:6]1([P:7]([c:8]2[cH:9][cH:10][cH:11][cH:12][cH:13]2)[c:14]2[cH:15][cH:16][cH:17][cH:18][cH:19]2)[cH:20][cH:21][cH:22][cH:23][cH:24]1>>[C:1]([Br:2])([Br:5])=[CH:39][c:38]1[c:34](-[c:32]2[n:31][n:30][c:29]([C:25]([CH3:26])([CH3:27])[CH3:28])[o:33]2)[n:35][n:36](-[c:48]2[c:49]([Cl:55])[cH:50][c:51]([Cl:54])[cH:52][cH:53]2)[c:37]1-[c:41]1[cH:42][cH:43][c:44]([Cl:47])[cH:45][cH:46]1. The reactants are C(C1=CC=CC=C1)OC(=O)N1[C@H](C[C@H](C2=CC(=C(C=C12)OC)OC)NCC1=CC=CC=C1)C (cis-4-benzylamino-6,7-dimethyoxy-2-methyl-3,4-dihydro-2H-quinoline-1-carboxylic acid benzyl ester), N1=CC=CC=C1 (pyridine), ClC(=O)OCC (ethyl chloroformate), [OH-].[K+] (KOH). Run in ClCCl (dichloromethane), O (water). Reaction conditions: time 8 hour. Yields the product C(C1=CC=CC=C1)OC(=O)N1[C@H](C[C@H](C2=CC(=C(C=C12)OC)OC)N(C(=O)OCC)CC1=CC=CC=C1)C (cis-4-(Benzyl-ethoxycarbonyl-amino)-6,7-dimethoxy-2-methyl-3,4-dihydro-2H-quinoline-1-carboxylic acid benzyl ester). Yield: 82.8%. RXN SMILES: [CH2:1]([O:8][C:9]([N:11]1[C:20]2[C:15](=[CH:16][C:17]([O:23][CH3:24])=[C:18]([O:21][CH3:22])[CH:19]=2)[C@H:14]([NH:25][CH2:26][C:27]2[CH:32]=[CH:31][CH:30]=[CH:29][CH:28]=2)[CH2:13][C@@H:12]1[CH3:33])=[O:10])[C:2]1[CH:7]=[CH:6][CH:5]=[CH:4][CH:3]=1.N1C=CC=CC=1.Cl[C:41]([O:43][CH2:44][CH3:45])=[O:42].[OH-].[K+]>ClCCl.O>[CH2:1]([O:8][C:9]([N:11]1[C:20]2[C:15](=[CH:16][C:17]([O:23][CH3:24])=[C:18]([O:21][CH3:22])[CH:19]=2)[C@H:14]([N:25]([CH2:26][C:27]2[CH:32]=[CH:31][CH:30]=[CH:29][CH:28]=2)[C:41]([O:43][CH2:44][CH3:45])=[O:42])[CH2:13][C@@H:12]1[CH3:33])=[O:10])[C:2]1[CH:3]=[CH:4][CH:5]=[CH:6][CH:7]=1 |f:3.4|. Procedure: To a solution of cis-4-benzylamino-6,7-dimethyoxy-2-methyl-3,4-dihydro-2H-quinoline-1-carboxylic acid benzyl ester (Example 2B) (150 mg, 0.34 mmol) in anhydrous dichloromethane (5 mL) were added pyridine (0.20 mL, 2.3 mmol) and ethyl chloroformate (0.16 mL, 1.7 mmol). The reaction was stirred at room temperature overnight. The reaction mixture was then poured into water (20 mL), and aqueous 2N KOH (10 mL) was added. The solution was stirred for 30 min, then the mixture was extracted with ether (... Reactants: BrCC (bromoethane), ClC1=CC=C(C=C1)CC(=O)O (4-chlorophenylacetic acid), N12CCCCCC2=NCCC1 (1,8-diazabicyclo[5.4.0]undec-7-ene). The solvent is C(C)#N (acetonitrile). Run at time 18 hour. Product: ClC1=CC=C(C=C1)CC(=O)OCC (ethyl (4-chlorophenyl)acetate). The yield is 623.3%. Reaction SMILES: [Cl:1][C:2]1[CH:7]=[CH:6][C:5]([CH2:8][C:9]([OH:11])=[O:10])=[CH:4][CH:3]=1.Br[CH2:13][CH3:14].N12CCCN=C1CCCCC2>C(#N)C>[Cl:1][C:2]1[CH:3]=[CH:4][C:5]([CH2:8][C:9]([O:11][CH2:13][CH3:14])=[O:10])=[CH:6][CH:7]=1. Procedure details: A solution of 25 grams (0.147 mole) of 4-chlorophenylacetic acid in 250 ml of acetonitrile was stirred and 15.0 grams (0.0147 mole) of bromoethane, followed by 22.0 grams (0.147 mole) of 1,8-diazabicyclo[5.4.0]undec-7-ene, were added. Upon completion of addition the reaction mixture was cooled in a water bath while being stirred for 18 hours. The reaction mixture was concentrated under reduced pressure to one-half volume and then was added to 50 ml of water. The mixture was extracted with two po... The reactants are C1(=CC=CC=C1)C (toluene), C(C)(=O)OCC (ethyl acetate), C(C)(=O)O (acetic acid). Reaction SMILES: [C:1]1([CH3:7])[CH:6]=[CH:5][CH:4]=CC=1.[C:8]([O:11][CH2:12][CH3:13])(=[O:10])[CH3:9].[C:14]([OH:17])(=[O:16])[CH3:15]>>[C:8]([O:11][CH2:12][C:13]1[CH:5]=[CH:6][CH:1]=[CH:7][C:15]=1[C:14]([OH:17])=[O:16])(=[O:10])[C:9]1[CH:4]=[CH:5][CH:6]=[CH:1][CH:7]=1. Yields the product C(C1=CC=CC=C1)(=O)OCC1=C(C(=O)O)C=CC=C1 (2-BENZOYLOXYMETHYL BENZOIC ACID). Procedure details: TLC: toluene:ethyl acetate: acetic acid, 5:5:0.1 The reactants are C(O)([O-])=O.[Na+] (sodium hydrogencarbonate), BrC1=CC(=C(C(=C1)C)N1C=C(C2=C1N=C(N=C2Cl)C)C)C (7-(4-bromo-2,6-dimethylphenyl)-4-chloro-2,5-dimethyl-7H-pyrrolo[2,3-d]pyrimidine), OCCC1CCNCC1 (4-(2-hydroxyethyl)piperidine), C(C)(C)N(C(C)C)CC (N,N-diisopropylethylamine). Run in C(C)O (ethanol). Yields the product BrC1=CC(=C(C(=C1)C)N1C=C(C2=C1N=C(N=C2N2CCC(CC2)CCO)C)C)C (2-{1-[7-(4-bromo-2,6-dimethyl-phenyl)-2,5-dimethyl-7H-pyrrolo[2,3-d]pyrimidin-4-yl]-piperidin-4-yl}-ethanol). The yield is 85.2%. Reaction SMILES: [Br:1][C:2]1[CH:7]=[C:6]([CH3:8])[C:5]([N:9]2[C:13]3[N:14]=[C:15]([CH3:19])[N:16]=[C:17](Cl)[C:12]=3[C:11]([CH3:20])=[CH:10]2)=[C:4]([CH3:21])[CH:3]=1.[OH:22][CH2:23][CH2:24][CH:25]1[CH2:30][CH2:29][NH:28][CH2:27][CH2:26]1.C(N(CC)C(C)C)(C)C.C(=O)([O-])O.[Na+]>C(O)C>[Br:1][C:2]1[CH:7]=[C:6]([CH3:8])[C:5]([N:9]2[C:13]3[N:14]=[C:15]([CH3:19])[N:16]=[C:17]([N:28]4[CH2:29][CH2:30][CH:25]([CH2:24][CH2:23][OH:22])[CH2:26][CH2:27]4)[C:12]=3[C:11]([CH3:20])=[CH:10]2)=[C:4]([CH3:21])[CH:3]=1 |f:3.4|. Reported procedure: A mixture of 7-(4-bromo-2,6-dimethylphenyl)-4-chloro-2,5-dimethyl-7H-pyrrolo[2,3-d]pyrimidine (6.0 g), 4-(2-hydroxyethyl)piperidine (3.2 g), N,N-diisopropylethylamine (3.2 g) in ethanol (15 mL) was heated at reflux for 5.5 hours. The reaction mixture was cooled to room temperature, poured into a saturated aqueous sodium hydrogencarbonate, and then extracted with ethyl acetate three times. The organic layer was washed with brine, dried over anhydrous sodium sulfate and filtered. The filtrate was ...